describe an organic reaction: reactants, conditions, products, and yield From a dataset of the Open Reaction Database (ORD), a public repository of structured organic reaction records. Reported procedure: 90 g (0.9 mol) of ethyl acrylate are added dropwise at 40°-45° C. to a mixture of 15.9 g (234 mmol) of sodium ethoxide, 110 ml of ethanol, 110 ml of toluene and 25.7 g (180 mmol) of 4-chlorophenylhydrazine and the mixture is subsequently stirred for 1 hour at 40° C. The reaction mixture is evaporated to 100 ml and the residue is taken up in water. The resulting mixture is washed a number of times with toluene and the combined organic phases are extracted with 5% strength NaOH. The combined aqueo... The reactants are C(C=C)(=O)OCC (ethyl acrylate), [O-]CC.[Na+] (sodium ethoxide), C(C)O (ethanol), ClC1=CC=C(C=C1)NN (4-chlorophenylhydrazine). Solvent: C1(=CC=CC=C1)C (toluene). Product: ClC1=CC=C(C=C1)N1NC(CC1)=O (1-(4-Chlorophenyl)pyrazolidin-3-one). Reaction conditions: temperature 40 celsius, time 1 hour. RXN SMILES: [C:1]([O:5]CC)(=O)[CH:2]=[CH2:3].[O-]CC.[Na+].C(O)C.[Cl:15][C:16]1[CH:21]=[CH:20][C:19]([NH:22][NH2:23])=[CH:18][CH:17]=1>C1(C)C=CC=CC=1>[Cl:15][C:16]1[CH:21]=[CH:20][C:19]([N:22]2[CH2:3][CH2:2][C:1](=[O:5])[NH:23]2)=[CH:18][CH:17]=1 |f:1.2|. The reactants are C(C)(=O)O[C@H]1[C@H](OC2=CC(=NC=C2)Br)SC[C@H]([C@@H]1OC(C)=O)OC(C)=O (2-bromo-4-pyridinyl 2,3,4-tri-O-acetyl-5-thio-β-D-xylopyranoside), COC1=CC=C(C=C1)B(O)O (4-methoxyphenylboronic acid). The product is C(C)(=O)O[C@H]1[C@H](OC2=CC(=NC=C2)C2=CC=C(C=C2)OC)SC[C@H]([C@@H]1OC(C)=O)OC(C)=O (2-(4-methoxyphenyl)-4-pyridinyl 2,3,4-tri-O-acetyl-5-thio-β-D-xylopyranoside), solid. The yield is 53.0%. As a reaction SMILES: [C:1]([O:4][C@@H:5]1[C@@H:18]([O:19][C:20](=[O:22])[CH3:21])[C@H:17]([O:23][C:24](=[O:26])[CH3:25])[CH2:16][S:15][C@H:6]1[O:7][C:8]1[CH:13]=[CH:12][N:11]=[C:10](Br)[CH:9]=1)(=[O:3])[CH3:2].[CH3:27][O:28][C:29]1[CH:34]=[CH:33][C:32](B(O)O)=[CH:31][CH:30]=1>>[C:1]([O:4][C@@H:5]1[C@@H:18]([O:19][C:20](=[O:22])[CH3:21])[C@H:17]([O:23][C:24](=[O:26])[CH3:25])[CH2:16][S:15][C@H:6]1[O:7][C:8]1[CH:13]=[CH:12][N:11]=[C:10]([C:32]2[CH:33]=[CH:34][C:29]([O:28][CH3:27])=[CH:30][CH:31]=2)[CH:9]=1)(=[O:3])[CH3:2]. Procedure details: By following a procedure analogous to Example 27 starting from the 2-bromo-4-pyridinyl 2,3,4-tri-O-acetyl-5-thio-β-D-xylopyranoside obtained according to Preparation 25 and 4-methoxyphenylboronic acid, 2-(4-methoxyphenyl)-4-pyridinyl 2,3,4-tri-O-acetyl-5-thio-β-D-xylopyranoside is obtained in the form of a beige solid (yield=53%). Run in O1CCOCC1 (1,4-dioxane), O (water). Yields the product ClC1=C(C=CC(=N1)C=1C(=CC2=C(C(=C(O2)C2=CC=C(C=C2)F)C(=O)NC)C1)N(S(=O)(=O)C)C)\C=C\OCC ((E)-5-(6-chloro-5-(2-ethoxyvinyl)pyridin-2-yl)-2-(4-fluorophenyl)-N-methyl-6-(N-methylmethylsulfonamido)benzofuran-3-carboxamide). Reported procedure: To a degassed solution of (E)-2,6-dichloro-3-(2-ethoxyvinyl)pyridine (500 mg, 2.29 mmol) and 2-(4-fluorophenyl)-N-methyl-6-(N-methylmethylsulfonamido)-5-(4,4,5,5-tetramethyl-1,3,2-dioxaborolan-2-yl)benzofuran-3-carboxamide (1.15 g, 2.29 mmol) in 1,4-dioxane (8 mL) and water (200 μL) was added CS2CO3 (1.49 g, 4.59 mmol) and 1,1′-bis(di-tert-butylphosphino)ferrocene palladium chloride (120 mg, 0.18 mmol) under N2 protection. The resulting mixture was heated to 90° C. and stirred at this temperatur... Run at temperature 90 celsius, time 8 hour. Yield: 15.7%. As a reaction SMILES: [Cl:1][C:2]1[C:7](/[CH:8]=[CH:9]/[O:10][CH2:11][CH3:12])=[CH:6][CH:5]=[C:4](Cl)[N:3]=1.[F:14][C:15]1[CH:20]=[CH:19][C:18]([C:21]2[O:22][C:23]3[CH:33]=[C:32]([N:34]([CH3:39])[S:35]([CH3:38])(=[O:37])=[O:36])[C:31](B4OC(C)(C)C(C)(C)O4)=[CH:30][C:24]=3[C:25]=2[C:26]([NH:28][CH3:29])=[O:27])=[CH:17][CH:16]=1>O1CCOCC1.O.[Pd](Cl)Cl.C(P(C(C)(C)C)[C-]1C=CC=C1)(C)(C)C.[C-]1(P(C(C)(C)C)C(C)(C)C)C=CC=C1.[Fe+2]>[Cl:1][C:2]1[N:3]=[C:4]([C:31]2[C:32]([N:34]([CH3:39])[S:35]([CH3:38])(=[O:37])=[O:36])=[CH:33][C:23]3[O:22][C:21]([C:18]4[CH:19]=[CH:20][C:15]([F:14])=[CH:16][CH:17]=4)=[C:25]([C:26]([NH:28][CH3:29])=[O:27])[C:24]=3[CH:30]=2)[CH:5]=[CH:6][C:7]=1/[CH:8]=[CH:9]/[O:10][CH2:11][CH3:12] |f:4.5.6.7|. Reagents/catalysts: [Pd](Cl)Cl.C(C)(C)(C)P([C-]1C=CC=C1)C(C)(C)C.[C-]1(C=CC=C1)P(C(C)(C)C)C(C)(C)C.[Fe+2] (1,1′-bis(di-tert-butylphosphino)ferrocene palladium chloride). Reactants: ClC1=NC(=CC=C1\C=C\OCC)Cl ((E)-2,6-dichloro-3-(2-ethoxyvinyl)pyridine), FC1=CC=C(C=C1)C=1OC2=C(C1C(=O)NC)C=C(C(=C2)N(S(=O)(=O)C)C)B2OC(C(O2)(C)C)(C)C (2-(4-fluorophenyl)-N-methyl-6-(N-methylmethylsulfonamido)-5-(4,4,5,5-tetramethyl-1,3,2-dioxaborolan-2-yl)benzofuran-3-carboxamide), CS2CO3. Reactants: c4(OC)ccc(B3OB(c1ccc(OC)cc1)OB(c2ccc(OC)cc2)O3)cc4 (effective_coupling_partner), COC(=O)c1ccc(OC(=O)C(C)(C)C)cc1 (substrate). Reagents/catalysts: PCy3. Reaction conditions: temperature 110 celsius, time 12 hour. Yields the product COC(=O)c1ccc(c2ccc(OC)cc2)cc1. As a reaction SMILES: [CH2:1]([NH:2][CH2:3][CH3:4])[CH3:5].[CH2:38]=[O:39].[CH2:46]([Cl:47])[Cl:48].[CH2:6]([CH3:7])[O:8][C:9]([CH:10]([C:11]([OH:12])=[O:13])[CH2:14][c:15]1[cH:16][n:17][c:18]([N:22]([C:23](=[O:24])[O:25][C:26]([CH3:27])([CH3:28])[CH3:29])[C:30](=[O:31])[O:32][C:33]([CH3:34])([CH3:35])[CH3:36])[cH:19][c:20]1[CH3:21])=[O:37].[CH3:40][CH2:41][O:42][C:43](=[O:44])[CH3:45]>>[CH2:6]([CH3:7])[O:8][C:9]([C:10](=[CH2:11])[CH2:14][c:15]1[cH:16][n:17][c:18]([N:22]([C:23](=[O:24])[O:25][C:26]([CH3:27])([CH3:28])[CH3:29])[C:30](=[O:31])[O:32][C:33]([CH3:34])([CH3:35])[CH3:36])[cH:19][c:20]1[CH3:21])=[O:37]. Starting materials: CCNCC, C=O, ClCCl, CCOC(=O)C(Cc1cnc(N(C(=O)OC(C)(C)C)C(=O)OC(C)(C)C)cc1C)C(=O)O, CCOC(C)=O. Yields the product C=C(Cc1cnc(N(C(=O)OC(C)(C)C)C(=O)OC(C)(C)C)cc1C)C(=O)OCC. Solvent: FC(C(=O)O)(F)F (trifluoroacetic acid). RXN SMILES: [CH2:1]([O:8][C:9](=[O:52])[CH:10]([CH2:36][CH2:37][C:38](=[O:51])[NH:39]CC1C=CC(OC)=CC=1OC)[CH2:11][C:12]1([C:17](=[O:35])[NH:18][C@H:19]2[CH2:24][CH2:23][C@@H:22]([C:25]([O:27][CH2:28][C:29]3[CH:34]=[CH:33][CH:32]=[CH:31][CH:30]=3)=[O:26])[CH2:21][CH2:20]2)[CH2:16][CH2:15][CH2:14][CH2:13]1)[C:2]1[CH:7]=[CH:6][CH:5]=[CH:4][CH:3]=1.O.C(=O)([O-])O.[Na+]>FC(F)(F)C(O)=O>[CH2:1]([O:8][C:9](=[O:52])[CH:10]([CH2:36][CH2:37][C:38](=[O:51])[NH2:39])[CH2:11][C:12]1([C:17](=[O:35])[NH:18][C@H:19]2[CH2:20][CH2:21][C@@H:22]([C:25]([O:27][CH2:28][C:29]3[CH:34]=[CH:33][CH:32]=[CH:31][CH:30]=3)=[O:26])[CH2:23][CH2:24]2)[CH2:13][CH2:14][CH2:15][CH2:16]1)[C:2]1[CH:7]=[CH:6][CH:5]=[CH:4][CH:3]=1 |f:2.3|. Run at time 18 hour. The yield is 37.6%. Reactants: O (water), C(C1=CC=CC=C1)OC(C(CC1(CCCC1)C(N[C@@H]1CC[C@@H](CC1)C(=O)OCC1=CC=CC=C1)=O)CCC(NCC1=C(C=C(C=C1)OC)OC)=O)=O (3-{1-[(cis-4-Benzyloxycarbonyl-cyclohexyl)carbamoyl]cyclopentyl}-2-{2-[(2,4-dimethoxyphenyl)methylcarbamoyl]ethyl}propanoic acid benzyl ester), C(O)([O-])=O.[Na+] (sodium hydrogen carbonate). Procedure: 3-{1-[(cis-4-Benzyloxycarbonyl-cyclohexyl)carbamoyl]cyclopentyl}-2-{2-[(2,4-dimethoxyphenyl)methylcarbamoyl]ethyl}propanoic acid benzyl ester (Example 164) (0.37 g, 0.52 mmole) was dissolved in trifluoroacetic acid (10 ml). After stirring for 18 hours at room temperature the deep pink reaction mixture was poured into iced water which was basified with sodium hydrogen carbonate and extracted with dichloromethane. The combined extracts were dried (Na2SO4) and evaporated under vacuum. The residue w... The product is C(C1=CC=CC=C1)OC(C(CC1(CCCC1)C(N[C@@H]1CC[C@@H](CC1)C(=O)OCC1=CC=CC=C1)=O)CCC(N)=O)=O (3-{1-[(cis-4-Benzyloxycarbonyl-cyclohexyl)carbamoyl]cyclopentyl}-2-(2-carbamoylethyl)propanoic acid benzyl ester).